From a dataset of the Open Reaction Database (ORD), a public repository of structured organic reaction records. describe an organic reaction: reactants, conditions, products, and yield The reactants are acid chloride, FC1=C(C=CC(=C1)C(F)(F)F)NC(C(=O)O)C(C)C (2(2-fluoro-4-trifluoromethylphenylamino)-3-methylbutanoic acid), FC1=C(CO)C=C(C=C1)OC1=CC=CC=C1 (2-fluoro-5-phenoxybenzyl alcohol). Product: FC1=C(C=CC(=C1)C(F)(F)F)NC(C(=O)OCC1=C(C=CC(=C1)OC1=CC=CC=C1)F)C(C)C (2-fluoro-5-phenoxybenzyl 2-(2-fluoro-4-trifluoromethylphenylamino)-3-methylbutanoate). As a reaction SMILES: [F:1][C:2]1[CH:7]=[C:6]([C:8]([F:11])([F:10])[F:9])[CH:5]=[CH:4][C:3]=1[NH:12][CH:13]([CH:17]([CH3:19])[CH3:18])[C:14]([OH:16])=[O:15].[F:20][C:21]1[CH:28]=[CH:27][C:26]([O:29][C:30]2[CH:35]=[CH:34][CH:33]=[CH:32][CH:31]=2)=[CH:25][C:22]=1[CH2:23]O>>[F:1][C:2]1[CH:7]=[C:6]([C:8]([F:11])([F:10])[F:9])[CH:5]=[CH:4][C:3]=1[NH:12][CH:13]([CH:17]([CH3:19])[CH3:18])[C:14]([O:16][CH2:23][C:22]1[CH:25]=[C:26]([O:29][C:30]2[CH:35]=[CH:34][CH:33]=[CH:32][CH:31]=2)[CH:27]=[CH:28][C:21]=1[F:20])=[O:15]. Procedure: The acid chloride of 2(2-fluoro-4-trifluoromethylphenylamino)-3-methylbutanoic acid is reacted with 2-fluoro-5-phenoxybenzyl alcohol using the procedure of Example 1 to give 2-fluoro-5-phenoxybenzyl 2-(2-fluoro-4-trifluoromethylphenylamino)-3-methylbutanoate. Starting materials: [Cl-].[NH4+] (ammonium chloride), C(C)[C@]12[C@H](CC[C@H]2[C@H]2[C@H](CC1)C=1C=CC(=CC1CC2)OC)OCCC (13-ethyl-3-methoxy-17β-propoxygona-1,3,5(10)-triene), [Li] (lithium), COCC(C)O (1-methoxy-2-propanol), N (ammonia). Solvent: COCCOC (1,2-dimethoxyethane), O (water). Conditions: time 0.5 hour. The product is C(C)[C@]12[C@H](CC[C@H]2[C@H]2[C@H](CC1)[C@H]1CCC(C=C1CC2)=O)OCCC (13-Ethyl-17β-propoxygon-4-en-3-one). Reaction SMILES: [CH2:1]([C@:3]12[CH2:11][CH2:10][C@@H:9]3[C:12]4[CH:13]=[CH:14][C:15]([O:20]C)=[CH:16][C:17]=4[CH2:18][CH2:19][C@H:8]3[C@@H:7]1[CH2:6][CH2:5][C@@H:4]2[O:22][CH2:23][CH2:24][CH3:25])[CH3:2].COCC(O)C.N.[Li].[Cl-].[NH4+]>O.COCCOC>[CH2:1]([C@:3]12[CH2:11][CH2:10][C@@H:9]3[C@@H:12]4[C:17]([CH2:18][CH2:19][C@H:8]3[C@@H:7]1[CH2:6][CH2:5][C@@H:4]2[O:22][CH2:23][CH2:24][CH3:25])=[CH:16][C:15](=[O:20])[CH2:14][CH2:13]4)[CH3:2] |f:4.5,^1:32|. Procedure: Treat a suspension of 1.5 g. of dl-13-ethyl-3-methoxy-17β-propoxygona-1,3,5(10)-triene, 75 ml. of 1,2-dimethoxyethane, 75 ml. of 1-methoxy-2-propanol, and 300 ml. of liquid ammonia with 5.0 g. of lithium. When the reaction ends add 1.5 g. of ammonium chloride and water. Collect the precipitate of dl-13-ethyl--3-methoxy-17β-propoxygona-2,5(10)-diene, and add it to a solution of 50 ml. of methanol, 5 ml. of conc. hydrochloric acid, and 4 ml. of water. Stir for 0.5 hours. Filter off a small amount ...